The task is: describe an organic reaction: reactants, conditions, products, and yield. This data is from the Open Reaction Database (ORD), a public repository of structured organic reaction records. The reactants are FC=1C2=C(C=C3CC4(C(NC(NC4=O)=O)=O)[C@H]4N(C13)C[C@H](O[C@H]4C)C)C(=NO2)C=2N(C=CN2)C ((2R,4S,4aR)-rel-11-fluoro-2,4-dimethyl-8-(1-methyl-1H-imidazol-2-yl)-1,2,4,4a-tetrahydro-2′H,6H-spiro[1,4-oxazino[4,3-a][1,2]oxazolo[4,5-g]quinoline-5,5′-pyrimidine]-2′,4′,6′(1′H,3′H)-trione). The solvent is C(C)O (ethanol). Yields the product FC=1C2=C(C=C3CC4(C(NC(NC4=O)=O)=O)[C@@H]4N(C13)C[C@H](O[C@H]4C)C)C(=NO2)C=2N(C=CN2)C ((2R,4S,4aS)-rel-11-fluoro-2,4-dimethyl-8-(1-methyl-1H-imidazol-2-yl)-2,4,4a,6-tetrahydro-1H,1′H-spiro[isoxazolo[4,5-g][1,4]oxazino[4,3-a]quinoline-5,5′-pyrimidine]-2′,4′,6′(3′H)-trione). Yield: 85.4%. RXN SMILES: [F:1][C:2]1[C:3]2[O:28][N:27]=[C:26]([C:29]3[N:30]([CH3:34])[CH:31]=[CH:32][N:33]=3)[C:4]=2[CH:5]=[C:6]2[C:19]=1[N:18]1[CH2:20][C@@H:21]([CH3:25])[O:22][C@@H:23]([CH3:24])[C@H:17]1[C:8]1([C:13](=[O:14])[NH:12][C:11](=[O:15])[NH:10][C:9]1=[O:16])[CH2:7]2>C(O)C>[F:1][C:2]1[C:3]2[O:28][N:27]=[C:26]([C:29]3[N:30]([CH3:34])[CH:31]=[CH:32][N:33]=3)[C:4]=2[CH:5]=[C:6]2[C:19]=1[N:18]1[CH2:20][C@@H:21]([CH3:25])[O:22][C@@H:23]([CH3:24])[C@@H:17]1[C:8]1([C:13](=[O:14])[NH:12][C:11](=[O:15])[NH:10][C:9]1=[O:16])[CH2:7]2. Procedure: A solution of (2R,4S,4aR)-rel-11-fluoro-2,4-dimethyl-8-(1-methyl-1H-imidazol-2-yl)-2,4,4a,6-tetrahydro-1H,1′H-spiro[isoxazolo[4,5-g][1,4]oxazino[4,3-a]quinoline-5,5′-pyrimidine]-2′,4′,6′(3′H)-trione (Example 68, 50 mg, 0.11 mmol) in ethanol (40 ml) was heated to reflux for 4 days. The solvent was removed and the residue was triturated with methanol. The resulting solid was filtered, washed with methanol, and dried to give 44 mg of product. The reactants are CN(C=O)C (N,N-dimethylformamide), CC1(NC(CCC1)(C)C)C (2,2,6,6-tetramethylpiperidine), C1(=CC=CC=C1)OC1=C(C=CC=C1)F (2-fluorophenyl phenyl ether), C(CCC)[Li] (n-Butyllithium). Solvent: C1CCOC1 (THF). Reaction conditions: temperature -78 celsius, time 10 minute. The product is FC1=C(C=O)C=CC=C1OC1=CC=CC=C1 (2-Fluoro-3-phenoxybenzaldehyde). Reaction SMILES: CC1(C)CCCC(C)(C)N1.C([Li])CCC.[C:16]1([O:22][C:23]2[CH:28]=[CH:27][CH:26]=[CH:25][C:24]=2[F:29])[CH:21]=[CH:20][CH:19]=[CH:18][CH:17]=1.CN(C)[CH:32]=[O:33]>C1COCC1>[F:29][C:24]1[C:23]([O:22][C:16]2[CH:17]=[CH:18][CH:19]=[CH:20][CH:21]=2)=[CH:28][CH:27]=[CH:26][C:25]=1[CH:32]=[O:33]. Procedure details: Cool a solution of 2,2,6,6-tetramethylpiperidine (5.1 mL, 30.0 mmol) in THF (40 mL) to −78° C. Add dropwise n-Butyllithium (18.7 mL, 30.0 mmol, 1.6 M in hexanes) and stir for 10 min at −78° C. Add dropwise 2-fluorophenyl phenyl ether (4.7 g, 25.0 mmol), stir 2 h at −78° C. Add N,N-dimethylformamide (2.3 mL, 30.0 mmol) dropwise over 15 min. Stir the resulting mixture for 3 h at −78° C. and allow to warm to ambient temperature over 16 h. Quench the reaction mixture with water (50 mL), extract with...